Task: describe an organic reaction: reactants, conditions, products, and yield. Dataset: the Open Reaction Database (ORD), a public repository of structured organic reaction records The reactants are [H-].[Na+] (sodium hydride), ClC=1C=C2C(=[N+](C(NC2=CC1)=O)[O-])C1=CC=CC=C1 (6-chloro-4-phenyl-2(1H)quinazolinone 3-oxide), CI (methyl iodide). The solvent is CN(C=O)C (N,N-dimethylformamide). Conditions: time 30 minute. Product: ClC=1C=C2C(=[N+](C(N(C2=CC1)C)=O)[O-])C1=CC=CC=C1 (6-Chloro-1-methyl-4-phenyl-2(1H)quinazolinone 3-Oxide). The yield is 77.1%. Reaction SMILES: [Cl:1][C:2]1[CH:3]=[C:4]2[C:9](=[CH:10][CH:11]=1)[NH:8][C:7](=[O:12])[N+:6]([O-:13])=[C:5]2[C:14]1[CH:19]=[CH:18][CH:17]=[CH:16][CH:15]=1.[H-].[Na+].[CH3:22]I>CN(C)C=O>[Cl:1][C:2]1[CH:3]=[C:4]2[C:9](=[CH:10][CH:11]=1)[N:8]([CH3:22])[C:7](=[O:12])[N+:6]([O-:13])=[C:5]2[C:14]1[CH:19]=[CH:18][CH:17]=[CH:16][CH:15]=1 |f:1.2|. Reported procedure: To a suspension of 5 g (0.018 mole) of 6-chloro-4-phenyl-2(1H)quinazolinone 3-oxide and 125 ml of N,N-dimethylformamide was added, at room temperature, 0.96 g of sodium hydride (50% in oil). The temperature rose to 30° and the stirring was continued for approximately 30 minutes to effect salt formation To this mixture was added, dropwise, 6 g (0.042 mole) of methyl iodide. Stirring was continued for approximately 2 hours and the solid was collected by filtration, washed with water and with 10 ml...